From a dataset of the Open Reaction Database (ORD), a public repository of structured organic reaction records. describe an organic reaction: reactants, conditions, products, and yield The reactants are Cl.Cl.N12C[C@@H](C(CC1)CC2)N ((R)-1-azabicyclo[2.2.2]oct-3-ylamine dihydrochloride), FC(C=1C=C(C=CC1)/C=C/C(=O)O)(F)F (E-3-(3-trifluoromethylphenyl)propenoic acid). The product is N12C[C@@H](C(CC1)CC2)NC(\C=C\C2=CC(=CC=C2)C(F)(F)F)=O ((R)-N-(1-Azabicyclo[2.2.2]oct-3-yl)-[E-3-(3-trifluoromethylphenyl)propenamide]). RXN SMILES: Cl.Cl.[N:3]12[CH2:10][CH2:9][CH:6]([CH2:7][CH2:8]1)[C@@H:5]([NH2:11])[CH2:4]2.[F:12][C:13]([F:26])([F:25])[C:14]1[CH:15]=[C:16](/[CH:20]=[CH:21]/[C:22](O)=[O:23])[CH:17]=[CH:18][CH:19]=1>>[N:3]12[CH2:10][CH2:9][CH:6]([CH2:7][CH2:8]1)[C@@H:5]([NH:11][C:22](=[O:23])/[CH:21]=[CH:20]/[C:16]1[CH:17]=[CH:18][CH:19]=[C:14]([C:13]([F:25])([F:26])[F:12])[CH:15]=1)[CH2:4]2 |f:0.1.2|. Procedure details: Prepared as a free base by a method analogous to that described in Example 1 from (R)-1-azabicyclo[2.2.2]oct-3-ylamine dihydrochloride and E-3-(3-trifluoromethylphenyl)propenoic acid; the compound was purified by chromatography on silica gel using ammoniated methanol/chloroform mixtures as the eluent; MS (ES+) 271 (MH+). The reactants are O (H2O), FC1=CC=C(C=C1)C1=C(C(=NN1C1=NC=CN=C1)C(C)C)/C=C/CO (trans-3-[5-(4-Fluorophenyl)-3-(1-methylethyl)-1-(2-pyrazinyl)-1H-pyrazol-4-yl]2-propen-1-ol). Reagents/catalysts: [Mn] (Manganese). The solvent is C1(=CC=CC=C1)C (toluene). Run at time 4 hour. Product: FC1=CC=C(C=C1)C1=C(C(=NN1C1=NC=CN=C1)C(C)C)/C=C/C=O (trans-3-[5-(4-Fluorophenyl)-3-(1-methylethyl)-1-(2-pyrazinyl)-1H-pyrazol-4-yl]-2-propenal). Yield: 91.9%. Reaction SMILES: O.[F:2][C:3]1[CH:8]=[CH:7][C:6]([C:9]2[N:13]([C:14]3[CH:19]=[N:18][CH:17]=[CH:16][N:15]=3)[N:12]=[C:11]([CH:20]([CH3:22])[CH3:21])[C:10]=2/[CH:23]=[CH:24]/[CH2:25][OH:26])=[CH:5][CH:4]=1>C1(C)C=CC=CC=1.[Mn]>[F:2][C:3]1[CH:8]=[CH:7][C:6]([C:9]2[N:13]([C:14]3[CH:19]=[N:18][CH:17]=[CH:16][N:15]=3)[N:12]=[C:11]([CH:20]([CH3:22])[CH3:21])[C:10]=2/[CH:23]=[CH:24]/[CH:25]=[O:26])=[CH:5][CH:4]=1. Procedure: Manganese IV dioxide (13.3 g, 153 mmol) was suspended in toluene (300 ml) and refluxed overnight with the azeotropic removal of H2O. The unsaturated alcohol (5.17 g, 15.3 mmol, Step D) was added and reflux was continued for four hours. The reaction was cooled and filtered through a bed of silica. Filtrate was evaporated to give 4.73 g (92%) of product as a yellow solid.